This data is from the Open Reaction Database (ORD), a public repository of structured organic reaction records. The task is: describe an organic reaction: reactants, conditions, products, and yield The reactants are C(C)OC(CC1=CC=C2C=CNC2=C1)=O ((1H-indol-6-yl)-acetic acid ethyl ester), C(C=C)OC=1C=C2C(=CN(C2=CC1)C(=O)N)N=C=O (5-allyloxy-3-isocyanato-indole-1-carboxylic acid amide). Product: C(C)OC(CC1=CC=C2C(=CN(C2=C1)C(N)=O)N=C=O)=O ((1-Carbamoyl-3-isocyanato-1H-indol-6-yl)-acetic acid ethyl ester). As a reaction SMILES: [CH2:1]([O:3][C:4](=[O:15])[CH2:5]C1C=C2C(C=CN2)=CC=1)[CH3:2].C(O[C:20]1[CH:21]=[C:22]2[C:26](=[CH:27][CH:28]=1)[N:25]([C:29]([NH2:31])=[O:30])[CH:24]=[C:23]2[N:32]=[C:33]=[O:34])C=C>>[CH2:1]([O:3][C:4](=[O:15])[CH2:5][C:28]1[CH:27]=[C:26]2[C:22]([C:23]([N:32]=[C:33]=[O:34])=[CH:24][N:25]2[C:29](=[O:30])[NH2:31])=[CH:21][CH:20]=1)[CH3:2]. Reported procedure: was prepared from (1H-indol-6-yl)-acetic acid ethyl ester using the protocol described for steps B-E in scheme A4 for the preparation of 5-allyloxy-3-isocyanato-indole-1-carboxylic acid amide. Starting materials: C1CCOC1, CCCC[N+](CCCC)(CCCC)CCCC, CC(C)(C)OC(=O)NC(CCOS(C)(=O)=O)c1ccc(Cl)cc1, CNC, [I-]. Product: CN(C)CCC(NC(=O)OC(C)(C)C)c1ccc(Cl)cc1. Reaction SMILES: [CH2:24]1[O:25][CH2:26][CH2:27][CH2:28]1.[CH2:33]([N+:34]([CH2:35][CH2:36][CH2:37][CH3:38])([CH2:39][CH2:40][CH2:41][CH3:42])[CH2:43][CH2:44][CH2:45][CH3:46])[CH2:47][CH2:48][CH3:49].[CH3:1][S:2]([O:3][CH2:6][CH2:7][CH:8]([c:9]1[cH:10][cH:11][c:12]([Cl:15])[cH:13][cH:14]1)[NH:16][C:17](=[O:18])[O:19][C:20]([CH3:21])([CH3:22])[CH3:23])(=[O:4])=[O:5].[CH3:29][NH:30][CH3:31].[I-:32]>>[CH2:6]([CH2:7][CH:8]([c:9]1[cH:10][cH:11][c:12]([Cl:15])[cH:13][cH:14]1)[NH:16][C:17](=[O:18])[O:19][C:20]([CH3:21])([CH3:22])[CH3:23])[N:30]([CH3:29])[CH3:31].